From a dataset of the Open Reaction Database (ORD), a public repository of structured organic reaction records. describe an organic reaction: reactants, conditions, products, and yield Starting materials: CCN=C=NCCCN(C)C, c1ccc2c(c1)CCNC2, COc1cc2ncnc(Oc3ccc(OCC(=O)O)cc3)c2cc1OC, ClC(Cl)Cl, Cl, [Na+], O, On1nnc2ccccc21, O=C([O-])O. The product is COc1cc2ncnc(Oc3ccc(OCC(=O)N4CCc5ccccc5C4)cc3)c2cc1OC. Reaction SMILES: [CH2:28]([N:29]=[C:30]=[N:31][CH2:32][CH2:33][CH2:34][N:35]([CH3:36])[CH3:37])[CH3:38].[CH2:50]1[NH:51][CH2:52][CH2:53][c:54]2[cH:55][cH:56][cH:57][cH:58][c:59]21.[CH3:1][O:2][c:3]1[cH:4][c:5]2[c:6]([O:15][c:16]3[cH:17][cH:18][c:19]([O:20][CH2:21][C:22](=[O:23])[OH:24])[cH:25][cH:26]3)[n:7][cH:8][n:9][c:10]2[cH:11][c:12]1[O:13][CH3:14].[CH:65]([Cl:66])([Cl:67])[Cl:68].[ClH:27].[Na+:60].[OH2:49].[OH:39][n:40]1[c:41]2[c:42]([cH:43][cH:44][cH:45][cH:46]2)[n:47][n:48]1.[OH:61][C:62](=[O:63])[O-:64]>>[CH3:1][O:2][c:3]1[cH:4][c:5]2[c:6]([O:15][c:16]3[cH:17][cH:18][c:19]([O:20][CH2:21][C:22](=[O:24])[N:51]4[CH2:50][c:59]5[c:54]([cH:55][cH:56][cH:57][cH:58]5)[CH2:53][CH2:52]4)[cH:25][cH:26]3)[n:7][cH:8][n:9][c:10]2[cH:11][c:12]1[O:13][CH3:14]. Starting materials: ClC1=CC=C(CC=2C(NC(=NC2)SC)=O)C=C1 (5-(4-Chlorobenzyl)-2-methylthio-4-pyrimidone), BrC=1C(=NC=CC1)CSCCN (2-(3-bromo-2-pyridylmethylthio)ethylamine), Cl (hydrogen chloride). Yields the product Cl.BrC=1C(=NC=CC1)CSCCNC1=NC=C(C(N1)=O)CC1=CC=C(C=C1)Cl (2-[2-(3-bromo-2-pyridylmethylthio)ethylamino]-5-(4-chlorobenzyl)-4-pyrimidone monohydrochloride). As a reaction SMILES: [Cl:1][C:2]1[CH:17]=[CH:16][C:5]([CH2:6][C:7]2[C:8](=[O:15])[NH:9][C:10](SC)=[N:11][CH:12]=2)=[CH:4][CH:3]=1.[Br:18][C:19]1[C:20]([CH2:25][S:26][CH2:27][CH2:28][NH2:29])=[N:21][CH:22]=[CH:23][CH:24]=1.Cl>>[ClH:1].[Br:18][C:19]1[C:20]([CH2:25][S:26][CH2:27][CH2:28][NH:29][C:10]2[NH:9][C:8](=[O:15])[C:7]([CH2:6][C:5]3[CH:4]=[CH:3][C:2]([Cl:1])=[CH:17][CH:16]=3)=[CH:12][N:11]=2)=[N:21][CH:22]=[CH:23][CH:24]=1 |f:3.4|. Procedure: 5-(4-Chlorobenzyl)-2-methylthio-4-pyrimidone (1.2 g) was reacted with 2-(3-bromo-2-pyridylmethylthio)ethylamine (1.1 g) according to the procedure of Example 2. The reaction mixture was acidified with dilute ethanolic hydrogen chloride, evaporated to dryness and the residue recrystallised from ethanol/water to give 2-[2-(3-bromo-2-pyridylmethylthio)ethylamino]-5-(4-chlorobenzyl)-4-pyrimidone monohydrochloride, m.p. 215°-218° (decomposes). Procedure details: Ethyl 2-Methyl-2-{4[2-(4-methyl-benzamido)-ethyl]-biphenyl-4'-oxy}-propionate was prepared from 4-[2-(4-methyl-benzamido)-ethyl]-4'-hydroxy-biphenyl and ethyl 2-bromo-2-methyl-propionate analogous to Example 1. Yield 17% of theory; m.p. 214° C. Reactants: CC1=CC=C(C(=O)NCCC2=CC=C(C=C2)C2=CC=C(C=C2)O)C=C1 (4-[2-(4-methyl-benzamido)-ethyl]-4'-hydroxy-biphenyl), BrC(C(=O)OCC)(C)C (ethyl 2-bromo-2-methyl-propionate). The product is CC(C(=O)OCC)(C)OC1=CC=C(C=C1)C1=CC=C(C=C1)CCNC(C1=CC=C(C=C1)C)=O (Ethyl 2-Methyl-2-{4[2-(4-methyl-benzamido)-ethyl]-biphenyl-4'-oxy}-propionate). As a reaction SMILES: [CH3:1][C:2]1[CH:25]=[CH:24][C:5]([C:6]([NH:8][CH2:9][CH2:10][C:11]2[CH:16]=[CH:15][C:14]([C:17]3[CH:22]=[CH:21][C:20]([OH:23])=[CH:19][CH:18]=3)=[CH:13][CH:12]=2)=[O:7])=[CH:4][CH:3]=1.Br[C:27]([CH3:34])([CH3:33])[C:28]([O:30][CH2:31][CH3:32])=[O:29]>>[CH3:33][C:27]([O:23][C:20]1[CH:21]=[CH:22][C:17]([C:14]2[CH:15]=[CH:16][C:11]([CH2:10][CH2:9][NH:8][C:6](=[O:7])[C:5]3[CH:4]=[CH:3][C:2]([CH3:1])=[CH:25][CH:24]=3)=[CH:12][CH:13]=2)=[CH:18][CH:19]=1)([CH3:34])[C:28]([O:30][CH2:31][CH3:32])=[O:29]. Isolated yield 17.0%. Product: C(CCN)C[C@@H](C(=O)NCC(=O)O)N (Lys-Gly). The reactants are amino acid, N([C@@H](CCCCNC(=O)OC(C)(C)C)C(=O)ON1C(=O)CCC1=O)C(=O)OC(C)(C)C (Boc-Lys(Boc)-OSu), NCC(=O)O (Gly), NCC(=O)O (Gly). As a reaction SMILES: [NH:1](C(OC(C)(C)C)=O)[C@H:2]([C:15]([O:17]N1C(=O)CCC1=O)=O)[CH2:3][CH2:4][CH2:5][CH2:6][NH:7]C(OC(C)(C)C)=O.[NH2:32][CH2:33][C:34]([OH:36])=[O:35]>>[CH2:4]([CH2:3][C@H:2]([NH2:1])[C:15]([NH:32][CH2:33][C:34]([OH:36])=[O:35])=[O:17])[CH2:5][CH2:6][NH2:7]. Procedure details: Lys-Gly-Amp was synthesized by a similar method except the amino acid starting material was Boc-Lys(Boc)-OSu and the starting drug conjugate was Gly-Amp (see Gly-Amp synthesis). Starting materials: Cl.N[C@H]1CC[C@H](CC1)NC(=O)C1=C(NC2=C1N=CN=C2C2=C(C=CC=1OCOC12)OCC1CC1)C (N-(cis-4-aminocyclohexyl)-4-[5-(cyclopropylmethoxy)-1,3-benzodioxol-4-yl]-6-methyl-5H-pyrrolo[3,2-d]pyrimidine-7-carboxamide hydrochloride), C(C)(=O)O[C@H](C(=O)Cl)C ((2S)-1-chloro-1-oxopropan-2-yl acetate). Yields the product C1(CC1)COC1=C(C2=C(OCO2)C=C1)C=1C2=C(N=CN1)C(=C(N2)C)C(=O)N[C@@H]2CC[C@@H](CC2)NC([C@H](C)O)=O (4-[5-(Cyclopropylmethoxy)-1,3-benzodioxol-4-yl]-N-(cis-4-{[(2S)-2-hydroxypropanoyl]amino}cyclohexyl)-6-methyl-5H-pyrrolo[3,2-d]pyrimidine-7-carboxamide). Reaction SMILES: Cl.[NH2:2][C@@H:3]1[CH2:8][CH2:7][C@H:6]([NH:9][C:10]([C:12]2[C:16]3[N:17]=[CH:18][N:19]=[C:20]([C:21]4[C:29]5[O:28][CH2:27][O:26][C:25]=5[CH:24]=[CH:23][C:22]=4[O:30][CH2:31][CH:32]4[CH2:34][CH2:33]4)[C:15]=3[NH:14][C:13]=2[CH3:35])=[O:11])[CH2:5][CH2:4]1.C([O:39][C@@H:40]([CH3:44])[C:41](Cl)=[O:42])(=O)C>>[CH:32]1([CH2:31][O:30][C:22]2[CH:23]=[CH:24][C:25]3[O:26][CH2:27][O:28][C:29]=3[C:21]=2[C:20]2[C:15]3[NH:14][C:13]([CH3:35])=[C:12]([C:10]([NH:9][C@H:6]4[CH2:7][CH2:8][C@@H:3]([NH:2][C:41](=[O:42])[C@@H:40]([OH:39])[CH3:44])[CH2:4][CH2:5]4)=[O:11])[C:16]=3[N:17]=[CH:18][N:19]=2)[CH2:34][CH2:33]1 |f:0.1|. Procedure details: Starting from N-(cis-4-aminocyclohexyl)-4-[5-(cyclopropylmethoxy)-1,3-benzodioxol-4-yl]-6-methyl-5H-pyrrolo[3,2-d]pyrimidine-7-carboxamide hydrochloride (example D.f3) and commercially available (2S)-1-chloro-1-oxopropan-2-yl acetate the title compound is obtained as colorless solid. Starting materials: Cc1ccsc1Br, CCSc1ncc(C(=O)N(C)OC)c(N)n1. Product: CCSc1ncc(C(=O)c2sccc2C)c(N)n1. As a reaction SMILES: [Br:17][c:18]1[s:19][cH:20][cH:21][c:22]1[CH3:23].[CH3:1][O:2][N:3]([C:4](=[O:5])[c:6]1[c:7]([NH2:15])[n:8][c:9]([S:12][CH2:13][CH3:14])[n:10][cH:11]1)[CH3:16]>>[C:4](=[O:5])([c:6]1[c:7]([NH2:15])[n:8][c:9]([S:12][CH2:13][CH3:14])[n:10][cH:11]1)[c:18]1[s:19][cH:20][cH:21][c:22]1[CH3:23].